From a dataset of the Open Reaction Database (ORD), a public repository of structured organic reaction records. describe an organic reaction: reactants, conditions, products, and yield Starting materials: [OH-].[Na+] (sodium hydroxide), C(C(O)C)(=O)[O-].[Al+3].C(C(O)C)(=O)[O-].C(C(O)C)(=O)[O-] (aluminum lactate). Reported procedure: combining a sodium hydroxide aqueous solution, water and aluminum lactate, and, producing sodium aluminum lactate within a temperature range of about 70° C. to about 80° C. RXN SMILES: [OH-].[Na+:2].[C:3]([O-:8])(=[O:7])[CH:4]([CH3:6])[OH:5].[Al+3:9].[C:10]([O-:15])(=[O:14])[CH:11]([CH3:13])[OH:12].[C:16]([O-:21])(=[O:20])[CH:17]([CH3:19])[OH:18]>O>[C:3]([O-:8])(=[O:7])[CH:4]([CH3:6])[OH:5].[Al+3:9].[Na+:2].[C:10]([O-:15])(=[O:14])[CH:11]([CH3:13])[OH:12].[C:16]([O-:21])(=[O:20])[CH:17]([CH3:19])[OH:18].[C:3]([O-:8])(=[O:7])[CH:4]([CH3:6])[OH:5] |f:0.1,2.3.4.5,7.8.9.10.11.12|. The product is C(C(O)C)(=O)[O-].[Al+3].[Na+].C(C(O)C)(=O)[O-].C(C(O)C)(=O)[O-].C(C(O)C)(=O)[O-] (sodium aluminum lactate). Run in O (water). The reactants are FC(C(=O)O)(F)F.N1=C(N=CC=C1)NCCOC1=CC=C(C(=O)NC[C@@H](C(=O)O)NS(=O)(=O)C2=CC=CC=C2)C=C1 (4-[2-(Pyrimidin-2-ylamino)ethyloxy]benzoyl-2(S)-phenylsulfonylamino-β-alanine trifluoroacetate). Reagents/catalysts: [Pd] (Pd/C). The solvent is C(C)(=O)O (acetic acid), Cl (HCl). Run at time 2 hour. Product: CCO.[NH4+].[OH-].O (EtOH NH4OH H2O), N1=C(NCCC1)NCCOC1=CC=C(C(=O)NC[C@@H](C(=O)O)NS(=O)(=O)C2=CC=CC=C2)C=C1 (4-[2-(3,4,5,6-Tetrahydropyrimidin-2-ylamino)ethyloxy]benzoyl-2(S)-phenylsulfonylamino-β-alanine). As a reaction SMILES: F[C:2](F)(F)[C:3](O)=[O:4].[N:8]1[CH:13]=[CH:12][CH:11]=[N:10][C:9]=1[NH:14][CH2:15][CH2:16][O:17][C:18]1[CH:41]=[CH:40][C:21]([C:22]([NH:24][CH2:25][C@H:26]([NH:30][S:31]([C:34]2[CH:39]=[CH:38][CH:37]=[CH:36][CH:35]=2)(=[O:33])=[O:32])[C:27]([OH:29])=[O:28])=[O:23])=[CH:20][CH:19]=1>C(O)(=O)C.Cl.[Pd]>[CH3:2][CH2:3][OH:4].[NH4+:8].[OH-:17].[OH2:4].[N:8]1[CH2:13][CH2:12][CH2:11][NH:10][C:9]=1[NH:14][CH2:15][CH2:16][O:17][C:18]1[CH:19]=[CH:20][C:21]([C:22]([NH:24][CH2:25][C@H:26]([NH:30][S:31]([C:34]2[CH:39]=[CH:38][CH:37]=[CH:36][CH:35]=2)(=[O:33])=[O:32])[C:27]([OH:29])=[O:28])=[O:23])=[CH:40][CH:41]=1 |f:0.1,5.6.7.8|. Procedure: Pyrimidine 19-8 (1.05 g, 1.75 mmol) was dissolved in a mixture of acetic acid (50 mL) and conc HCl (4.5 mL). After addition of 10% Pd/C (450 mg) the mixture was shaken on a Parr hydrogenator under 45 psi H2 pressure for 2 h. The reaction mixture was filtered, concentrated, azeotroped with toluene, and purified by flash chromatography (silica 20:1:1 then 8:1:1 EtOH/NH4OH/H2O) providing 19-9 as a white solid. Starting materials: O=C([O-])[O-], O=S1(=O)NCCN1C1CC1, [Cs+], [Cs+], COC(=O)c1cc(S(C)(=O)=O)c(F)cc1C, CN(C)C=O. Product: COC(=O)c1cc(S(C)(=O)=O)c(N2CCN(C3CC3)S2(=O)=O)cc1C. As a reaction SMILES: [C:27](=[O:28])([O-:29])[O-:30].[CH:1]1([N:4]2[S:5](=[O:9])(=[O:10])[NH:6][CH2:7][CH2:8]2)[CH2:2][CH2:3]1.[Cs+:31].[Cs+:32].[F:11][c:12]1[cH:13][c:14]([CH3:26])[c:15]([C:16](=[O:17])[O:18][CH3:19])[cH:20][c:21]1[S:22](=[O:23])(=[O:24])[CH3:25].[O:33]=[CH:34][N:35]([CH3:36])[CH3:37]>>[CH:1]1([N:4]2[S:5](=[O:9])(=[O:10])[N:6]([c:12]3[cH:13][c:14]([CH3:26])[c:15]([C:16](=[O:17])[O:18][CH3:19])[cH:20][c:21]3[S:22](=[O:23])(=[O:24])[CH3:25])[CH2:7][CH2:8]2)[CH2:2][CH2:3]1. Reactants: ClC=1C=C(C=CC1)O (3-Chlorophenol), CN(C=O)C (N,N-dimethylformamide), C([O-])([O-])=O.[K+].[K+] (potassium carbonate), CON=C(C1=CC=CC=C1)Cl (α-methoxyiminobenzyl chloride). The solvent is CCOCC (ether). Reaction conditions: time 4 day. The product is ClC=1C=C(OCC2=C(C(=NOC)Cl)C=CC=C2)C=CC1 (2-(3-chlorophenoxymethyl)-α-methoxyiminobenzyl chloride). The yield is 91.2%. Reaction SMILES: [Cl:1][C:2]1[CH:3]=[C:4]([OH:8])[CH:5]=[CH:6][CH:7]=1.[CH3:9]N(C)C=O.C(=O)([O-])[O-].[K+].[K+].[CH3:20][O:21][N:22]=[C:23]([Cl:30])[C:24]1[CH:29]=[CH:28][CH:27]=[CH:26][CH:25]=1>CCOCC>[Cl:1][C:2]1[CH:3]=[C:4]([CH:5]=[CH:6][CH:7]=1)[O:8][CH2:9][C:29]1[CH:28]=[CH:27][CH:26]=[CH:25][C:24]=1[C:23]([Cl:30])=[N:22][O:21][CH3:20] |f:2.3.4|. Procedure details: 3-Chlorophenol (3.09 g, 0.024 mol), N,N-dimethylformamide (20 ml) and potassium carbonate (4.15 g, 0.03 mol) were added to 2-chloromethyl-(α-methoxyiminobenzyl chloride (4.36 g, 0.02 mol), and the mixture was stirred at room temperature for 4 days. After completion of the reaction, ether (250 ml) was added, and the mixture was washed with brine (200 ml) twice. The ether layer was dried over anhydrous magnesium sulfate and concentrated under reduced pressure. The residue was purified by silica ge... Reactants: BrC1=CC(=C(C=C1)C1=C(C=C2C(=N1)OC(CC2NC(OC(C)(C)C)=O)(C)C)C2=CC=C(C=C2)Cl)Cl (tert-Butyl [7-(4-bromo-2-chlorophenyl)-6-(4-chlorophenyl)-2,2-dimethyl-3,4-dihydro-2H-pyrano[2,3-b]pyridin-4-yl]carbamate), N1N=CC=C1 (pyrazole), OC1=C(C=NO)C=CC=C1 (2-hydroxybenzaldehyde oxime), C(=O)([O-])[O-].[Cs+].[Cs+] (Cs2CO3). The reagents and catalysts are [Cu-]=O (copper(I) oxide). Run in CC#N (CH3CN), C(Cl)Cl (CH2Cl2). Run at temperature 85 celsius, time 16 hour. Product: ClC1=CC=C(C=C1)C=1C=C2C(=NC1C1=C(C=C(C=C1)N1N=CC=C1)Cl)OC(C[C@H]2NC(OC(C)(C)C)=O)(C)C (tert-butyl {(4R)-6-(4-chlorophenyl)-7-[2-chloro-4-(1H-pyrazol-1-yl)phenyl]-2,2-dimethyl-3,4-dihydro-2H-pyrano[2,3-b]pyridin-4-yl}carbamate). Reaction SMILES: Br[C:2]1[CH:7]=[CH:6][C:5]([C:8]2[N:13]=[C:12]3[O:14][C:15]([CH3:27])([CH3:26])[CH2:16][CH:17]([NH:18][C:19](=[O:25])[O:20][C:21]([CH3:24])([CH3:23])[CH3:22])[C:11]3=[CH:10][C:9]=2[C:28]2[CH:33]=[CH:32][C:31]([Cl:34])=[CH:30][CH:29]=2)=[C:4]([Cl:35])[CH:3]=1.[NH:36]1[CH:40]=[CH:39][CH:38]=[N:37]1.OC1C=CC=CC=1C=NO.C([O-])([O-])=O.[Cs+].[Cs+]>CC#N.C(Cl)Cl.[Cu-]=O>[Cl:34][C:31]1[CH:30]=[CH:29][C:28]([C:9]2[CH:10]=[C:11]3[C@H:17]([NH:18][C:19](=[O:25])[O:20][C:21]([CH3:23])([CH3:24])[CH3:22])[CH2:16][C:15]([CH3:26])([CH3:27])[O:14][C:12]3=[N:13][C:8]=2[C:5]2[CH:6]=[CH:7][C:2]([N:36]3[CH:40]=[CH:39][CH:38]=[N:37]3)=[CH:3][C:4]=2[Cl:35])=[CH:33][CH:32]=1 |f:3.4.5|. Procedure: A solution of Example 314(280 mg, 0.48 mmol), pyrazole (65.8 mg, 0.97 mmol), copper(I) oxide (3.5 mg, 0.02 mmol), 2-hydroxybenzaldehyde oxime (33.1 mg, 0.24 mmol), and Cs2CO3 (315 mg, 0.97 mmol) in 10 mL of CH3CN was degassed and stirred at 85° C. for 16 h. The reaction mixture was cooled and diluted with CH2Cl2 (50 mL) and filtered through a cake of Celite. The filtrate was washed with H2O (50 mL) and brine (50 mL). After the phases separated, the organic layer was dried over MgSO4 and concentr... Reactants: IC1=C(C=C(C=C1)N1C(C=CC=C1)=O)F (1-iodo-2-fluoro-4-(2-oxopyridin-1(2H)-yl)benzene), OCC=1N=CNC1 (4-hydroxymethylimidazole), OC=1C=CC=C2C=CC=NC12 (8-hydroxyquinoline), C(=O)([O-])[O-].[K+].[K+] (K2CO3). The solvent is CS(=O)C (DMSO). Product: OCC=1N=C(NC1)C1=C(C=C(C=C1)N1C(C=CC=C1)=O)F (4-hydroxymethyl-(2-fluoro-4-(2-oxopyridin-1(2H)-yl)phenyl)imidazole). As a reaction SMILES: I[C:2]1[CH:7]=[CH:6][C:5]([N:8]2[CH:13]=[CH:12][CH:11]=[CH:10][C:9]2=[O:14])=[CH:4][C:3]=1[F:15].[OH:16][CH2:17][C:18]1[N:19]=[CH:20][NH:21][CH:22]=1.OC1C=CC=C2C=1N=CC=C2.C([O-])([O-])=O.[K+].[K+]>CS(C)=O>[OH:16][CH2:17][C:18]1[N:19]=[C:20]([C:2]2[CH:7]=[CH:6][C:5]([N:8]3[CH:13]=[CH:12][CH:11]=[CH:10][C:9]3=[O:14])=[CH:4][C:3]=2[F:15])[NH:21][CH:22]=1 |f:3.4.5|. Procedure details: Alternatively as shown in Scheme 4, 1-iodo-2-fluoro-4-(2-oxopyridin-1(2H)-yl)benzene 3-2 prepared as above, is treated with 4-hydroxymethylimidazole II-1 in the presence of 8-hydroxyquinoline, and K2CO3 in DMSO. The resulting mixture is degassed before being charged with CuI to give 4-hydroxymethyl-(2-fluoro-4-(2-oxopyridin-1(2H)-yl)phenyl)imidazole 4-1. The compound 4-1 is treated with thionyl chloride to give 4-chloromethyl-(2-fluoro-4-(2-oxopyridin-1(2H)-yl)phenyl)imidazole which is then trea... Reported procedure: O-(9-t-butyl-9H-fluoren-9-yl)-L-serine: from 9-t-butyl-9H-fluoren-9-ol (Example 1x) and Nα -(9-fluorenylmethoxycarbonyl)-L-serine methyl ester; As a reaction SMILES: C([C:5]1([O:18][CH2:19][C@@H:20]([C:22]([OH:24])=[O:23])[NH2:21])[C:17]2[CH:16]=[CH:15][CH:14]=[CH:13][C:12]=2[C:11]2[C:6]1=[CH:7][CH:8]=[CH:9][CH:10]=2)(C)(C)C.C(C1(O)C2C=CC=CC=2C2C1=CC=CC=2)(C)(C)C.COC(=O)[C@H](CO)NC(OCC1C2C=CC=CC=2C2C1=CC=CC=2)=O>>[CH:7]1[C:6]2[CH:5]([O:18][CH2:19][C@@H:20]([C:22]([OH:24])=[O:23])[NH2:21])[C:17]3[C:12](=[CH:13][CH:14]=[CH:15][CH:16]=3)[C:11]=2[CH:10]=[CH:9][CH:8]=1. Starting materials: C(C)(C)(C)C1(C2=CC=CC=C2C=2C=CC=CC12)OC[C@H](N)C(=O)O (O-(9-t-butyl-9H-fluoren-9-yl)-L-serine), C(C)(C)(C)C1(C2=CC=CC=C2C=2C=CC=CC12)O (9-t-butyl-9H-fluoren-9-ol), COC([C@@H](NC(=O)OCC1C2=CC=CC=C2C=2C=CC=CC12)CO)=O (Nα -(9-fluorenylmethoxycarbonyl)-L-serine methyl ester). The product is C1=CC=CC=2C3=CC=CC=C3C(C12)OC[C@H](N)C(=O)O (O-(9H-fluoren-9-yl)-L-serine).